Dataset: the Open Reaction Database (ORD), a public repository of structured organic reaction records. Task: describe an organic reaction: reactants, conditions, products, and yield The reactants are CC(C)(C)CC(CO)(CO)COCc1ccccc1, CCOCC, [Cl-], N, [NH4+], [Na]. The product is CC(C)(C)CC(CO)(CO)CO. RXN SMILES: [CH2:1]([c:2]1[cH:3][cH:4][cH:5][cH:6][cH:7]1)[O:8][CH2:9][C:10]([CH2:11][OH:12])([CH2:13][OH:14])[CH2:15][C:16]([CH3:17])([CH3:18])[CH3:19].[CH3:24][CH2:25][O:26][CH2:27][CH3:28].[Cl-:22].[NH3:20].[NH4+:23].[Na:21]>>[OH:8][CH2:9][C:10]([CH2:11][OH:12])([CH2:13][OH:14])[CH2:15][C:16]([CH3:17])([CH3:18])[CH3:19].